Dataset: the Open Reaction Database (ORD), a public repository of structured organic reaction records. Task: describe an organic reaction: reactants, conditions, products, and yield Procedure details: To a stirred suspension of 4-{[4-(1H-benzimidazol-2-yl)piperidin-1-yl]carbonyl}benzonitrile (0.30 g, 0.91 mmol) in ethanol (2 mL) is added 50% aqueous hydroxylamine (0.24 mL, 3.64 mmol). The reaction is heated at 80° C. for 18 h. The mixture is concentrated under reduced pressure to give 0.36 g (94%) of 4-{[4-(1H-benzimidazol-2-yl)piperidin-1-yl]carbonyl}-N-hydroxybenzene carboximidamide. m/z=364 [M++H]. RXN SMILES: [NH:1]1[C:5]2[CH:6]=[CH:7][CH:8]=[CH:9][C:4]=2[N:3]=[C:2]1[CH:10]1[CH2:15][CH2:14][N:13]([C:16]([C:18]2[CH:25]=[CH:24][C:21]([C:22]#[N:23])=[CH:20][CH:19]=2)=[O:17])[CH2:12][CH2:11]1.[NH2:26][OH:27]>C(O)C>[NH:1]1[C:5]2[CH:6]=[CH:7][CH:8]=[CH:9][C:4]=2[N:3]=[C:2]1[CH:10]1[CH2:15][CH2:14][N:13]([C:16]([C:18]2[CH:25]=[CH:24][C:21]([C:22](=[NH:23])[NH:26][OH:27])=[CH:20][CH:19]=2)=[O:17])[CH2:12][CH2:11]1. Conditions: temperature 80 celsius. Starting materials: N1C(=NC2=C1C=CC=C2)C2CCN(CC2)C(=O)C2=CC=C(C#N)C=C2 (4-{[4-(1H-benzimidazol-2-yl)piperidin-1-yl]carbonyl}benzonitrile), NO (hydroxylamine). Solvent: C(C)O (ethanol). Isolated yield 108.9%. Yields the product N1C(=NC2=C1C=CC=C2)C2CCN(CC2)C(=O)C2=CC=C(C=C2)C(NO)=N (4-{[4-(1H-benzimidazol-2-yl)piperidin-1-yl]carbonyl}-N-hydroxybenzene carboximidamide). The reactants are BrC=1C=NC=C(C1)N1[C@@H](CCC1)C(O[SiH2]C(C)(C)C)(C)C (3-bromo-5-[(S)-2-(tert-butyl-dimethyl-silanyloxymethyl)-pyrrolidin-1-yl]-pyridine), Cl (HCl), O1CCOCC1 (dioxane). Run in CO (MeOH). Conditions: time 1 hour. Product: BrC=1C=C(C=NC1)N1[C@@H](CCC1)CO ([(S)-1-(5-Bromo-pyridin-3-yl)-pyrrolidin-2-yl]-methanol). Isolated yield 86.7%. RXN SMILES: [Br:1][C:2]1[CH:3]=[N:4][CH:5]=[C:6]([N:8]2[CH2:12][CH2:11][CH2:10][C@H:9]2[C:13](C)(C)[O:14][SiH2]C(C)(C)C)[CH:7]=1.Cl.O1CCOCC1>CO>[Br:1][C:2]1[CH:7]=[C:6]([N:8]2[CH2:12][CH2:11][CH2:10][C@H:9]2[CH2:13][OH:14])[CH:5]=[N:4][CH:3]=1. Reported procedure: To a solution of 3-bromo-5-[(S)-2-(tert-butyl-dimethyl-silanyloxymethyl)-pyrrolidin-1-yl]-pyridine (intermediate A-3 [B], 0.1 g, 0.269 mmol) in MeOH (2 mL) was added 4M HCl in dioxane (0.202 mL, 0.808 mmol) and the reaction mixture was stirred at room temperature for 1 h. The mixture was evaporated to dryness, the residue diluted with DCM, poured into aq. NaHCO3 (10 mL) and extracted with DCM (25 mL). The organic layer was dried over Na2SO4, filtered and evaporated to give the title compound (0.... Reactants: CC=1N=C(SC1)NC(=O)C1=NC(=CC=C1NC=1C=NC=CC1)C (6-Methyl-3-(pyridin-3-ylamino)-pyridine-2-carboxylic acid (4-methyl-thiazol-2-yl)-amide), BrC1=CC(=NC=C1)Cl (4-Bromo-2-chloropyridine). Yields the product CC=1N=C(SC1)NC(=O)C1=NC(=CC=C1NC1=CC(=NC=C1)Cl)C (3-(2-Chloro-pyridin-4-ylamino)-6-methyl-pyridine-2-carboxylic acid (4-methyl-thiazol-2-yl)-amide). RXN SMILES: [CH3:1][C:2]1[N:3]=[C:4]([NH:7][C:8]([C:10]2[C:15]([NH:16][C:17]3[CH:18]=NC=[CH:21][CH:22]=3)=[CH:14][CH:13]=[C:12]([CH3:23])[N:11]=2)=[O:9])[S:5][CH:6]=1.BrC1C=C[N:28]=[C:27]([Cl:31])C=1>>[CH3:1][C:2]1[N:3]=[C:4]([NH:7][C:8]([C:10]2[C:15]([NH:16][C:17]3[CH:22]=[CH:21][N:28]=[C:27]([Cl:31])[CH:18]=3)=[CH:14][CH:13]=[C:12]([CH3:23])[N:11]=2)=[O:9])[S:5][CH:6]=1. Procedure: The title compound, was prepared from 3-Amino-6-methyl-pyridine-2-carboxylic acid (4-methyl-thiazol-2-yl)-amide (example 14) in accordance with the general method of example 20 using 4-Bromo-2-chloropyridine instead of 3-Bromo-4-methylpyridine to yield the final compound as a yellow solid, MS (ISP): m/e=360.1, 362.1 (M+H+). The reactants are CC1(OC[C@@H](O1)COC=1C=C(C=C(C(=O)OC)C1)C(=O)OC)C (dimethyl (S)-5-(2,2-dimethyl-[1,3]dioxolan-4-ylmethoxy)-isophthalate), [OH-].[Na+] (sodium hydroxide). The solvent is CO (methanol). The product is CC1(OC[C@@H](O1)COC=1C=C(C=C(C(=O)O)C1)C(=O)O)C ((S)-5-(2,2-dimethyl-[1,3]dioxolan-4-ylmethoxy)-isophthalic acid). Reaction SMILES: [CH3:1][C:2]1([CH3:23])[O:6][C@@H:5]([CH2:7][O:8][C:9]2[CH:10]=[C:11]([C:19]([O:21]C)=[O:20])[CH:12]=[C:13]([CH:18]=2)[C:14]([O:16]C)=[O:15])[CH2:4][O:3]1.[OH-].[Na+]>CO>[CH3:1][C:2]1([CH3:23])[O:6][C@@H:5]([CH2:7][O:8][C:9]2[CH:18]=[C:13]([C:14]([OH:16])=[O:15])[CH:12]=[C:11]([CH:10]=2)[C:19]([OH:21])=[O:20])[CH2:4][O:3]1 |f:1.2|. Procedure details: 1.40 g of dimethyl (S)-5-(2,2-dimethyl-[1,3]dioxolan-4-ylmethoxy)-isophthalate were stirred at room temperature for 16 hours with 4 ml of sodium hydroxide solution (28%) in 50 ml of methanol. After neutralization with 6N hydrochloric acid, the methanol was distilled off in a water-jet vacuum. The residue was poured on to ice-water, extracted with methylene chloride, the combined methylene chloride phases were washed with water, dried over magnesium sulfate, filtered and evaporated. There was obt... The reactants are C1CCOC1 (THF), C(C(=C)C)(=O)O (methacrylic acid), C(C(=C)C)(=O)OCCCO (hydroxypropyl methacrylate). The reagents and catalysts are CC(C)(C#N)N=NC(C)(C)C#N (AIBN). The solvent is C(C)C(C)(CC)OC(C)(CC)CC (diethylethyl ether). The product is C(C(=C)C)(=O)O.C(C(=C)C)(=O)OCCCO (methacrylic acid hydroxypropyl methacrylate). The yield is 582.3%. Reaction SMILES: C1COCC1.[C:6]([OH:11])(=[O:10])[C:7]([CH3:9])=[CH2:8].[C:12]([O:17][CH2:18][CH2:19][CH2:20][OH:21])(=[O:16])[C:13]([CH3:15])=[CH2:14]>C(C(OC(CC)(CC)C)(CC)C)C.CC(N=NC(C#N)(C)C)(C#N)C>[C:6]([OH:11])(=[O:10])[C:7]([CH3:9])=[CH2:8].[C:12]([O:17][CH2:18][CH2:19][CH2:20][OH:21])(=[O:16])[C:13]([CH3:15])=[CH2:14] |f:5.6|. Procedure details: To 20 g of THF were added 9 g of methacrylic acid, 1 g of hydroxypropyl methacrylate, and 0.1 g of AIBN. The resulting mixture was reacted at 67° C. for 3 hours. After reaction, the resulting solution was dropped in diethylethyl ether, thereby obtaining 9.3 g of a photoresist polymer of Formula (IVd). The reactants are OO (hydrogen peroxide), FC(C(=O)OC(C(F)(F)F)=O)(F)F (trifluoroacetic anhydride), FC(C(C(C(C(C(C(C(C(F)(F)I)(F)F)(F)F)(F)F)(F)F)(F)F)(F)F)(F)F)(C(F)(F)F)F (heneicosafluoro-n-decyl iodide). Run in FC(C(=O)O)(F)F (trifluoroacetic acid). Conditions: time 1.5 hour. The product is FC(C(=O)OI(C(C(C(C(C(C(C(C(C(C(F)(F)F)(F)F)(F)F)(F)F)(F)F)(F)F)(F)F)(F)F)(F)F)(F)F)OC(C(F)(F)F)=O)(F)F (di(trifluoroacetoxy)iodoheneicosafluoro-n-decane). Isolated yield 93.8%. Reaction SMILES: FC(F)(F)C([O:5][C:6](=[O:11])[C:7]([F:10])([F:9])[F:8])=O.OO.[F:16][C:17]([F:47])([C:43]([F:46])([F:45])[F:44])[C:18]([F:42])([F:41])[C:19]([F:40])([F:39])[C:20]([F:38])([F:37])[C:21]([F:36])([F:35])[C:22]([F:34])([F:33])[C:23]([F:32])([F:31])[C:24]([F:30])([F:29])[C:25]([I:28])([F:27])[F:26]>FC(F)(F)C(O)=O>[F:8][C:7]([F:10])([F:9])[C:6]([O:11][I:28]([O:5][C:6](=[O:11])[C:7]([F:8])([F:9])[F:10])[C:25]([F:27])([F:26])[C:24]([F:30])([F:29])[C:23]([F:32])([F:31])[C:22]([F:34])([F:33])[C:21]([F:36])([F:35])[C:20]([F:37])([F:38])[C:19]([F:40])([F:39])[C:18]([F:41])([F:42])[C:17]([F:47])([F:16])[C:43]([F:44])([F:45])[F:46])=[O:5]. Procedure details: To a mixture of 10.6 ml (75.2 mmols) of trifluoroacetic anhydride and 30 ml of trifluoroacetic acid was added dropwise 1.36 ml of a 35% aqueous hydrogen peroxide solution (H2O2, 15.7 mmols and H2O, 55 mmols) in an ice bath. After completion of addition, the mixture was stirred for 1.5 hour and 5.0 g (7.7 mmols) of heneicosafluoro-n-decyl iodide was added thereto, followed by allowing the mixture to react at 0° to 5° C. for 24 hours. The solvent was then distilled off to obtain 6.3 g (94% yield) ... The reactants are CC(C)=O, O=C(O)c1cc(O)ccc1NC(=O)C1CC1, FC(F)(F)c1ccccc1CBr, [K+], [OH-]. The product is O=C(O)c1cc(OCc2ccccc2C(F)(F)F)ccc1NC(=O)C1CC1. RXN SMILES: [CH3:31][C:32](=[O:33])[CH3:34].[CH:1]1([C:4](=[O:5])[NH:6][c:7]2[c:8]([C:9](=[O:10])[OH:11])[cH:12][c:13]([OH:16])[cH:14][cH:15]2)[CH2:2][CH2:3]1.[F:17][C:18]([c:19]1[c:20]([CH2:21][Br:22])[cH:23][cH:24][cH:25][cH:26]1)([F:27])[F:28].[K+:30].[OH-:29]>>[CH:1]1([C:4](=[O:5])[NH:6][c:7]2[c:8]([C:9](=[O:10])[OH:11])[cH:12][c:13]([O:16][CH2:21][c:20]3[c:19]([C:18]([F:17])([F:27])[F:28])[cH:26][cH:25][cH:24][cH:23]3)[cH:14][cH:15]2)[CH2:2][CH2:3]1.